Dataset: the Open Reaction Database (ORD), a public repository of structured organic reaction records. Task: describe an organic reaction: reactants, conditions, products, and yield Product: CCSc1ccc(S(C)(=O)=O)cc1C(=O)N1CCN(c2ncc(C(F)(F)F)s2)CC1. The reactants are CCSc1ccc(S(C)(=O)=O)cc1C(=O)O, Cl, FC(F)(F)c1cnc(N2CCNCC2)s1. RXN SMILES: [CH2:1]([CH3:2])[S:3][c:4]1[c:5]([C:6](=[O:7])[OH:8])[cH:9][c:10]([S:13](=[O:14])(=[O:15])[CH3:16])[cH:11][cH:12]1.[ClH:17].[F:18][C:19]([c:20]1[cH:21][n:22][c:23]([N:25]2[CH2:26][CH2:27][NH:28][CH2:29][CH2:30]2)[s:24]1)([F:31])[F:32]>>[CH2:1]([CH3:2])[S:3][c:4]1[c:5]([C:6](=[O:8])[N:28]2[CH2:27][CH2:26][N:25]([c:23]3[n:22][cH:21][c:20]([C:19]([F:18])([F:31])[F:32])[s:24]3)[CH2:30][CH2:29]2)[cH:9][c:10]([S:13](=[O:14])(=[O:15])[CH3:16])[cH:11][cH:12]1. The reactants are CC(Br)c1cc(C(=O)N(C)C)cc2c(=O)cc(N3CCOCC3)oc12, C#Cc1cc(F)cc(NC)c1, CCN(CC)c1ccccc1, CN(C)C=O. The product is C#Cc1cc(F)cc(N(C)C(C)c2cc(C(=O)N(C)C)cc3c(=O)cc(N4CCOCC4)oc23)c1. As a reaction SMILES: [Br:1][CH:2]([CH3:3])[c:4]1[cH:5][c:6]([C:21](=[O:22])[N:23]([CH3:24])[CH3:25])[cH:7][c:8]2[c:9](=[O:20])[cH:10][c:11]([N:14]3[CH2:15][CH2:16][O:17][CH2:18][CH2:19]3)[o:12][c:13]12.[C:37](#[CH:38])[c:39]1[cH:40][c:41]([NH:42][CH3:43])[cH:44][c:45]([F:47])[cH:46]1.[CH2:26]([N:27]([CH2:28][CH3:29])[c:30]1[cH:31][cH:32][cH:33][cH:34][cH:35]1)[CH3:36].[O:48]=[CH:49][N:50]([CH3:51])[CH3:52]>>[CH:2]([CH3:3])([c:4]1[cH:5][c:6]([C:21](=[O:22])[N:23]([CH3:24])[CH3:25])[cH:7][c:8]2[c:9](=[O:20])[cH:10][c:11]([N:14]3[CH2:15][CH2:16][O:17][CH2:18][CH2:19]3)[o:12][c:13]12)[N:42]([c:41]1[cH:40][c:39]([C:37]#[CH:38])[cH:46][c:45]([F:47])[cH:44]1)[CH3:43]. Yields the product BrC1CSC2=CC(=CC=C2C1O)Cl (3-bromo-7-chlorothiochroman-4-ol). Starting materials: BrC1CSC2=CC(=CC=C2C1=O)Cl (3-bromo-7-chlorothiochroman-4-one), [BH4-].[Na+] (sodium borohydride), ice water. Reaction SMILES: [Br:1][CH:2]1[C:11](=[O:12])[C:10]2[C:5](=[CH:6][C:7]([Cl:13])=[CH:8][CH:9]=2)[S:4][CH2:3]1.[BH4-].[Na+]>CO>[Br:1][CH:2]1[CH:11]([OH:12])[C:10]2[C:5](=[CH:6][C:7]([Cl:13])=[CH:8][CH:9]=2)[S:4][CH2:3]1 |f:1.2|. Solvent: CO (methanol). Conditions: temperature 0.5 celsius. Reported procedure: Suspend 3-bromo-7-chlorothiochroman-4-one (59.6 gms., 215 mmols) in methanol (500 ml.), cool to 0.5° C., and with stirring add sodium borohydride (8.18 gms., 215 mmols) in three portions. Continue stirring the reaction mixture at room temperature for three hours, then pour into ice water (4 liters) and extract with chloroform (2 liters). Dry the chloroform solution over anhydrous magnesium sulfate, filter and evaporate in vacuo to a residue. Triturate the residue with chloroform/hexane to give 3... Starting materials: N([C@@H](CC1=CC=C(C=C1)O)C(=O)N[C@H](C)C(=O)NCC(=O)N[C@@H](CC1=CC=CC=C1)C(=O)NNC(=O)OC(C)(C)C)C(=O)OCC1=CC=CC=C1 (Z-Tyr-(D)-Ala-Gly-Phe-NH-NH-BOC). Run in FC(C(=O)O)(F)F (trifluoroacetic acid). Conditions: time 20 minute. Product: N([C@@H](CC1=CC=C(C=C1)O)C(=O)N[C@H](C)C(=O)NCC(=O)N[C@@H](CC1=CC=CC=C1)C(=O)NN)C(=O)OCC1=CC=CC=C1 (Z-Tyr-(D)-Ala-Gly-Phe-NH-NH2). RXN SMILES: [NH:1]([C:42]([O:44][CH2:45][C:46]1[CH:51]=[CH:50][CH:49]=[CH:48][CH:47]=1)=[O:43])[C@H:2]([C:11]([NH:13][C@@H:14]([C:16]([NH:18][CH2:19][C:20]([NH:22][C@H:23]([C:31]([NH:33][NH:34]C(OC(C)(C)C)=O)=[O:32])[CH2:24][C:25]1[CH:30]=[CH:29][CH:28]=[CH:27][CH:26]=1)=[O:21])=[O:17])[CH3:15])=[O:12])[CH2:3][C:4]1[CH:9]=[CH:8][C:7]([OH:10])=[CH:6][CH:5]=1>FC(F)(F)C(O)=O>[NH:1]([C:42]([O:44][CH2:45][C:46]1[CH:51]=[CH:50][CH:49]=[CH:48][CH:47]=1)=[O:43])[C@H:2]([C:11]([NH:13][C@@H:14]([C:16]([NH:18][CH2:19][C:20]([NH:22][C@H:23]([C:31]([NH:33][NH2:34])=[O:32])[CH2:24][C:25]1[CH:26]=[CH:27][CH:28]=[CH:29][CH:30]=1)=[O:21])=[O:17])[CH3:15])=[O:12])[CH2:3][C:4]1[CH:5]=[CH:6][C:7]([OH:10])=[CH:8][CH:9]=1. Procedure details: In 30 ml of trifluoroacetic acid is dissolved 3.5 g of Z-Tyr-(D)-Ala-Gly-Phe-NH-NH-BOC and the solution is allowed to stand at room temperature for 20 minutes. The trifluoroacetic acid is distilled offand the residue is treated with diethyl ether and collected by filtration. The resulting powders are dissolved in 10 ml of DMF and stirred with 1.4 ml of TEA. The DMF is distilled off and the residue is treated with water,collected by filtration and purified by reprecipitation with methanol-diethyl... Starting materials: CCO, CC(C)N, Cc1csc(C(O)CBr)c1Cl, [Na+], [OH-], O. Product: Cc1csc(C(O)CNC(C)C)c1Cl. RXN SMILES: [CH3:12][CH2:13][OH:14].[CH3:17][CH:18]([CH3:19])[NH2:20].[Cl:1][c:2]1[c:3]([CH:8]([CH2:9][Br:10])[OH:11])[s:4][cH:5][c:6]1[CH3:7].[Na+:16].[OH-:15].[OH2:21]>>[Cl:1][c:2]1[c:3]([CH:8]([CH2:9][NH:20][CH:18]([CH3:17])[CH3:19])[OH:11])[s:4][cH:5][c:6]1[CH3:7]. The reactants are ClC1=NC=C(C(=N1)Cl)C(F)(F)F (2,4-Dichloro-5-trifluoromethyl-pyrimidine), C(C)(=O)O (Acetic acid), resultant mixture. The reagents and catalysts are [Zn] (zinc). The solvent is O1CCCC1 (tetrahydrofuran), O1CCCC1 (tetrahydrofuran). Product: ClC1=NC=C(C=N1)C(F)(F)F (2-Chloro-5-trifluoromethyl-pyrimidine). Reaction SMILES: [Cl:1][C:2]1[N:7]=[C:6](Cl)[C:5]([C:9]([F:12])([F:11])[F:10])=[CH:4][N:3]=1.C(O)(=O)C>O1CCCC1.[Zn]>[Cl:1][C:2]1[N:3]=[CH:4][C:5]([C:9]([F:12])([F:10])[F:11])=[CH:6][N:7]=1. Procedure: 2,4-Dichloro-5-trifluoromethyl-pyrimidine (300 mg, 1.4 mmol), zinc dust (90 mg, 1.4 mmol) and tetrahydrofuran (3 ml) heated to reflux. Acetic acid (0.16 ml, 2.8 mmol) in tetrahydrofuran (3 ml) added dropwise to the mixture over 30 minutes. The resultant mixture was heated for a further 3 hours and then allowed to cool to room temperature and filtered through GF-A paper. The liquors were concentrated and wet with dichloromethane. The mixture was washed with dilute bicarbonate solution and then co...